From a dataset of the Open Reaction Database (ORD), a public repository of structured organic reaction records. describe an organic reaction: reactants, conditions, products, and yield Starting materials: C(C)(C)(C)NS(=O)(=O)C1=C(C=CC=C1)C1=CC=C(C=C1)NC(\C=C(\C)/C1=CC(=CC=C1)C#N)=O ((2Z)-N-[4-(2-{[(tert-butyl)amino]sulfonyl}phenyl)phenyl]-3-(3-cyanophenyl)but-2-enamide), C(C)(=O)[O-].[NH4+] (ammonium acetate). Run in CO (methanol), CO (methanol). Reaction conditions: time 8 hour. Yields the product C/C(=C/C(NC1=CC=C(C=C1)C1=C(C=CC=C1)S(N)(=O)=O)=O)/C=1C=C(C=CC1)C(=N)N (3-((1Z)-1-methyl-2-{N-[4-(2-sulfamoylphenyl)phenyl]carbamoyl}vinyl)-benzenecarboxamidine). Isolated yield 42.4%. As a reaction SMILES: C([NH:5][S:6]([C:9]1[CH:14]=[CH:13][CH:12]=[CH:11][C:10]=1[C:15]1[CH:20]=[CH:19][C:18]([NH:21][C:22](=[O:34])/[CH:23]=[C:24](\[C:26]2[CH:31]=[CH:30][CH:29]=[C:28]([C:32]#[N:33])[CH:27]=2)/[CH3:25])=[CH:17][CH:16]=1)(=[O:8])=[O:7])(C)(C)C.C([O-])(=O)C.[NH4+:39]>CO>[CH3:25]/[C:24](/[C:26]1[CH:27]=[C:28]([C:32]([NH2:33])=[NH:39])[CH:29]=[CH:30][CH:31]=1)=[CH:23]/[C:22](=[O:34])[NH:21][C:18]1[CH:17]=[CH:16][C:15]([C:10]2[CH:11]=[CH:12][CH:13]=[CH:14][C:9]=2[S:6](=[O:8])(=[O:7])[NH2:5])=[CH:20][CH:19]=1 |f:1.2|. Procedure details: To a solution of (2Z)-N-[4-(2-{[(tert-butyl)amino]sulfonyl}phenyl)phenyl]-3-(3-cyanophenyl)but-2-enamide (90 mg, 0.19 mmol) in 5 ml anhydrous methanol cooled in an ice bath was bubbled HCl gas until saturation was achieved. Reaction was allowed to warm to room temperature and stirred overnight. The reaction was then concentrated in vacuo and dried under hi vacuum. The dried residue was dissolved in 5 ml anhydrous methanol to which ammonium acetate (144 mg, 2 mmol) was added and the reaction heat... The reactants are NC1=C(C(=O)O)C=CC(=C1)C1=NC=CC=C1C(F)(F)F (2-amino-4-(3-trifluoromethyl-pyridin-2-yl)-benzoic acid), C(=O)N (HCONH2). Solvent: O (water). Product: FC(C=1C(=NC=CC1)C1=CC=C2C(=NC=NC2=C1)O)(F)F (7-(3-trifluoromethyl-pyridin-2-yl)-quinazolin-4-ol). As a reaction SMILES: [NH2:1][C:2]1[CH:10]=[C:9]([C:11]2[C:16]([C:17]([F:20])([F:19])[F:18])=[CH:15][CH:14]=[CH:13][N:12]=2)[CH:8]=[CH:7][C:3]=1[C:4]([OH:6])=O.[CH:21]([NH2:23])=O>O>[F:18][C:17]([F:20])([F:19])[C:16]1[C:11]([C:9]2[CH:10]=[C:2]3[C:3]([C:4]([OH:6])=[N:23][CH:21]=[N:1]3)=[CH:7][CH:8]=2)=[N:12][CH:13]=[CH:14][CH:15]=1. Procedure: Stir the mixture of 2-amino-4-(3-trifluoromethyl-pyridin-2-yl)-benzoic acid (1.95 mmol) in HCONH2 (10 mL) for 4 hours at 145° C. Cool to room temperature, dilute with 20 ml of water, and collect the precipitate to give 7-(3-trifluoromethyl-pyridin-2-yl)-quinazolin-4-ol. The reactants are [Al+3], [H-], [H-], [H-], [H-], [Li+], N#Cc1ccc(C(F)(F)F)c(N2CCCCC2)c1, C1CCOC1, O. Yields the product NCc1ccc(C(F)(F)F)c(N2CCCCC2)c1. RXN SMILES: [Al+3:2].[H-:1].[H-:4].[H-:5].[H-:6].[Li+:3].[N:7]1([c:13]2[cH:14][c:15]([C:16]#[N:17])[cH:18][cH:19][c:20]2[C:21]([F:22])([F:23])[F:24])[CH2:8][CH2:9][CH2:10][CH2:11][CH2:12]1.[O:26]1[CH2:27][CH2:28][CH2:29][CH2:30]1.[OH2:25]>>[N:7]1([c:13]2[cH:14][c:15]([CH2:16][NH2:17])[cH:18][cH:19][c:20]2[C:21]([F:22])([F:23])[F:24])[CH2:8][CH2:9][CH2:10][CH2:11][CH2:12]1.